Dataset: the Open Reaction Database (ORD), a public repository of structured organic reaction records. Task: describe an organic reaction: reactants, conditions, products, and yield The product is [N+](#[C-])C1CC2=C(C(C3=C1C=CC=C3)=C)C=CC=C2 (10-isocyano-5-methylene-10,11-dihydro-5H-dibenzo[a,d]cycloheptene). Run in C(Cl)(Cl)Cl (chloroform). Conditions: time 8 hour. Procedure details: To a solution of 10-amino-5-methylene-10,11-dihydro-5H-dibenzo[a,d]cycloheptene (8.1 g, 36.6 mmole) in chloroform (180 ml) was added sodium hydroxide pellets (4.42 g, 0.11 mole) benzyltriethylammonium chloride (0.42 g, 1.8 mmole) and water (0.5 ml). The mixture was stirred under nitrogen until the sodium hydroxide pellets dissolved (ca 4 hours), treated with anhydrous potassium carbonate, filtered, and evaporated to dryness in vacuo. The resulting oil was dissolved in chloroform (180 ml), treate... As a reaction SMILES: [NH2:1][CH:2]1[C:8]2[CH:9]=[CH:10][CH:11]=[CH:12][C:7]=2[C:6](=[CH2:13])[C:5]2[CH:14]=[CH:15][CH:16]=[CH:17][C:4]=2[CH2:3]1.[OH-].[Na+].O.[C:21](=O)([O-])[O-].[K+].[K+]>C(Cl)(Cl)Cl.[Cl-].C([N+](CC)(CC)CC)C1C=CC=CC=1>[N+:1]([CH:2]1[C:8]2[CH:9]=[CH:10][CH:11]=[CH:12][C:7]=2[C:6](=[CH2:13])[C:5]2[CH:14]=[CH:15][CH:16]=[CH:17][C:4]=2[CH2:3]1)#[C-:21] |f:1.2,4.5.6,8.9|. The reagents and catalysts are [Cl-].C(C1=CC=CC=C1)[N+](CC)(CC)CC (benzyltriethylammonium chloride), [Cl-].C(C1=CC=CC=C1)[N+](CC)(CC)CC (benzyltriethylammonium chloride). Reactants: [OH-].[Na+] (sodium hydroxide), NC1CC2=C(C(C3=C1C=CC=C3)=C)C=CC=C2 (10-amino-5-methylene-10,11-dihydro-5H-dibenzo[a,d]cycloheptene), [OH-].[Na+] (sodium hydroxide), O (water), C([O-])([O-])=O.[K+].[K+] (potassium carbonate), [OH-].[Na+] (sodium hydroxide). The reactants are [BH4-], C=CCc1c(O)c(Br)cc2c1C(CCNC(=O)CC)CC2, CO, Cl, [Na+], O=[O+][O-], OO[O-]. Product: CCC(=O)NCCC1CCc2cc(Br)c(O)c(CCO)c21. Reaction SMILES: [BH4-:25].[CH2:1]([CH:2]=[CH2:3])[c:4]1[c:5]([OH:21])[c:6]([Br:20])[cH:7][c:8]2[c:12]1[CH:11]([CH2:13][CH2:14][NH:15][C:16]([CH2:17][CH3:18])=[O:19])[CH2:10][CH2:9]2.[CH3:31][OH:32].[ClH:30].[Na+:26].[O-:22][O+:23]=[O:24].[O:27][O:28][O-:29]>>[CH2:1]([CH2:2][OH:22])[c:4]1[c:5]([OH:21])[c:6]([Br:20])[cH:7][c:8]2[c:12]1[CH:11]([CH2:13][CH2:14][NH:15][C:16]([CH2:17][CH3:18])=[O:19])[CH2:10][CH2:9]2. The reactants are C(=O)([O-])[O-].[Cs+].[Cs+] (Cs2CO3), C(C1=CC=CC=C1)N1C(=CC2=NC(=CC=C21)Cl)C2=CN=CN2C (1-benzyl-5-chloro-2-(1-methyl-1H-imidazol-5-yl)-1H-pyrrolo[3,2-b]pyridine), N(NC(=O)OC(C)(C)C)C(=O)OC(C)(C)C (di-tert-butyl hydrazine-1,2-dicarboxylate). The reagents and catalysts are C1(CCCCC1)P(C1=C(C=CC=C1)C1=C(C=C(C=C1C(C)C)C(C)C)C(C)C)C1CCCCC1.NC1=C(C=CC=C1)C1=C(C=CC=C1)[Pd]Cl (dicyclohexyl(2′,4′,6′-triisopropylbiphenyl-2-yl)phosphine (2′-aminobiphenyl-2-yl)(chloro)palladium). Run in C1(=CC=CC=C1)C (toluene). Conditions: temperature 120 celsius, time 8 hour. The product is C(C1=CC=CC=C1)N1C(=CC2=NC(=CC=C21)N(NC(=O)OC(C)(C)C)C(=O)OC(C)(C)C)C2=CN=CN2C (di-tert-butyl 1-[1-benzyl-2-(1-methyl-1H-imidazol-5-yl)-1H-pyrrolo[3,2-b]pyridin-5-yl]hydrazine-1,2-dicarboxylate), light yellow oil. As a reaction SMILES: [CH2:1]([N:8]1[C:16]2[C:11](=[N:12][C:13](Cl)=[CH:14][CH:15]=2)[CH:10]=[C:9]1[C:18]1[N:22]([CH3:23])[CH:21]=[N:20][CH:19]=1)[C:2]1[CH:7]=[CH:6][CH:5]=[CH:4][CH:3]=1.[NH:24]([C:33]([O:35][C:36]([CH3:39])([CH3:38])[CH3:37])=[O:34])[NH:25][C:26]([O:28][C:29]([CH3:32])([CH3:31])[CH3:30])=[O:27].C([O-])([O-])=O.[Cs+].[Cs+]>C1(C)C=CC=CC=1.C1(P(C2CCCCC2)C2C=CC=CC=2C2C(C(C)C)=CC(C(C)C)=CC=2C(C)C)CCCCC1.NC1C=CC=CC=1C1C=CC=CC=1[Pd]Cl>[CH2:1]([N:8]1[C:16]2[C:11](=[N:12][C:13]([N:24]([C:33]([O:35][C:36]([CH3:39])([CH3:38])[CH3:37])=[O:34])[NH:25][C:26]([O:28][C:29]([CH3:30])([CH3:31])[CH3:32])=[O:27])=[CH:14][CH:15]=2)[CH:10]=[C:9]1[C:18]1[N:22]([CH3:23])[CH:21]=[N:20][CH:19]=1)[C:2]1[CH:7]=[CH:6][CH:5]=[CH:4][CH:3]=1 |f:2.3.4,6.7|. Procedure: 1-Benzyl-5-chloro-2-(1-methyl-1H-imidazol-5-yl)-1H-pyrrolo[3,2-b]pyridine (33 mg, 0.10 mmol, from Step 1), di-tert-butyl hydrazine-1,2-dicarboxylate (36 mg, 0.15 mmol) and Cs2CO3 (50 mg, 0.15 mmol) were combined in toluene (3.6 mL) and dicyclohexyl(2′,4′,6′-triisopropylbiphenyl-2-yl)phosphine-(2′-aminobiphenyl-2-yl)(chloro)palladium (1:1) (8.0 mg, 0.010 mmol) was added. The mixture was degassed by a stream of nitrogen through the solution for 10 minutes. The reaction was stirred at 120° C. overn... Product: ClC(C1=CC(=C(C(=N1)C(F)(F)F)C(=O)OCC)OC)(F)F (Ethyl 6-(chlorodifluoromethyl)-4-methoxy-2-(trifluoromethyl)-3-pyridinecarboxylate). The reactants are ClC(C1=CC(=C(C(=N1)C(F)(F)F)C(=O)OCC)O)(F)F (Ethyl 6-(chlorodifluoromethyl)-4-hydroxy-2-(trifluoromethyl)-3-pyridinecarboxylate), C(=O)([O-])[O-].[K+].[K+] (K2CO3), CI (methyl iodide). Solvent: CC(=O)C (acetone). Procedure details: This compound was prepared using the procedure of Example 8, 12.0 g (0.038 mol) of product of Example 5, 5.8 g (0.042 mol) of K2CO3, 12 ml (0.190 mol) of methyl iodide in 200 ml of acetone were reacted affording 11.21 g of solid which was purified by HPLC using 25% ethyl acetate/cyclohexane as eluting solvent to give 9.33 g (73.6%) of product as a white solid; mp 62°-64° C. Isolated yield 88.4%. RXN SMILES: [Cl:1][C:2]([F:20])([F:19])[C:3]1[N:8]=[C:7]([C:9]([F:12])([F:11])[F:10])[C:6]([C:13]([O:15][CH2:16][CH3:17])=[O:14])=[C:5]([OH:18])[CH:4]=1.[C:21]([O-])([O-])=O.[K+].[K+].CI>CC(C)=O>[Cl:1][C:2]([F:19])([F:20])[C:3]1[N:8]=[C:7]([C:9]([F:12])([F:10])[F:11])[C:6]([C:13]([O:15][CH2:16][CH3:17])=[O:14])=[C:5]([O:18][CH3:21])[CH:4]=1 |f:1.2.3|.